This data is from the Open Reaction Database (ORD), a public repository of structured organic reaction records. The task is: describe an organic reaction: reactants, conditions, products, and yield Reactants: CCOC(C)=O, O=C(OC(=O)C(F)(F)F)C(F)(F)F, CC(C)(CC(N)=O)CC(=O)OC(C)(C)C, C1COCCO1, c1ccncc1. The product is CC(C)(CC#N)CC(=O)OC(C)(C)C. As a reaction SMILES: [CH3:35][CH2:36][O:37][C:38](=[O:39])[CH3:40].[F:22][C:23]([F:24])([F:25])[C:26]([O:27][C:28](=[O:29])[C:30]([F:31])([F:32])[F:33])=[O:34].[NH2:1][C:2]([CH2:3][C:4]([CH2:5][C:6](=[O:7])[O:8][C:9]([CH3:10])([CH3:11])[CH3:12])([CH3:13])[CH3:14])=[O:15].[O:41]1[CH2:42][CH2:43][O:44][CH2:45][CH2:46]1.[cH:16]1[cH:17][cH:18][n:19][cH:20][cH:21]1>>[N:1]#[C:2][CH2:3][C:4]([CH2:5][C:6](=[O:7])[O:8][C:9]([CH3:10])([CH3:11])[CH3:12])([CH3:13])[CH3:14]. Starting materials: [Na+].[Cl-] (NaCl), ClC1=C(C=CC(=C1OC)OC)C(=O)N(CCC(C)C)CC=1NC(=C(N1)C)C ((2-chloro-3,4-dimethoxyphenyl)-N-(4,5-dimethylimidazol-2-yl)methyl-N-(3-methylbutyl)carboxamide), ClCC#N (chloroacetonitrile), C(=O)([O-])[O-].[K+].[K+] (K2CO3). Solvent: CN(C)C=O (DMF). Run at temperature 22 celsius, time 24 hour. The product is ClC1=C(C=CC(=C1OC)OC)C(=O)N(CCC(C)C)CC=1N(C(=C(N1)C)C)CC1=C(C=CC=C1)OCC#N ((2-Chloro-3,4-dimethoxyphenyl)-N-({1-[(2-[cyanomethoxyl]-phenyl)methyl]4,5-dimethylimidazol-2-yl}methyl)-N-(3-methylbutyl)carboxamide). The yield is 83.8%. RXN SMILES: [Cl:1][C:2]1[C:7]([O:8][CH3:9])=[C:6]([O:10][CH3:11])[CH:5]=[CH:4][C:3]=1[C:12]([N:14]([CH2:20][C:21]1[NH:22][C:23]([CH3:27])=[C:24]([CH3:26])[N:25]=1)[CH2:15][CH2:16][CH:17]([CH3:19])[CH3:18])=[O:13].Cl[CH2:29][C:30]#[N:31].[C:32]([O-:35])([O-])=O.[K+].[K+].[Na+].[Cl-]>CN(C=O)C>[Cl:1][C:2]1[C:7]([O:8][CH3:9])=[C:6]([O:10][CH3:11])[CH:5]=[CH:4][C:3]=1[C:12]([N:14]([CH2:20][C:21]1[N:25]([CH2:5][C:4]2[CH:3]=[CH:2][CH:7]=[CH:6][C:32]=2[O:35][CH2:29][C:30]#[N:31])[C:24]([CH3:26])=[C:23]([CH3:27])[N:22]=1)[CH2:15][CH2:16][CH:17]([CH3:19])[CH3:18])=[O:13] |f:2.3.4,5.6|. Procedure: A mixture of 250 mg (0.50 mmol) of (2-chloro-3,4-dimethoxyphenyl)-N-(4,5-dimethylimidazol-2-yl)methyl-N-(3-methylbutyl)carboxamide, 52 μL of chloroacetonitrile (0.75 mmol), 276 mg (2.0 mmol) of K2CO3, and 3 mL of anhydrous DMF is stirred under nitrogen at 22° C. for 24 h and poured into 10% NaCl. The mixture is extracted with 20 mL of ethyl acetate. The extract is concentrated under reduced pressure, diluted with 20 mL of xylenes, and the volatiles are thoroughly evaporated. The crude product is... Reactants: [N+](#[C-])C(C)S(=O)(=O)C1=CC=C(C=C1)C (1-(1-isocyanoethylsulfonyl)-4-methylbenzene), FC(C1=CC=C(O1)C=O)(F)F (5-(trifluoromethyl)furan-2-carbaldehyde), C(=O)([O-])[O-].[K+].[K+] (K2CO3). The solvent is CO (MeOH). Run at time 8 hour. Product: CC=1N=COC1C=1OC(=CC1)C(F)(F)F (4-methyl-5-(5-(trifluoromethyl)furan-2-yl)oxazole). Isolated yield 76.5%. As a reaction SMILES: [N+:1]([CH:3](S(C1C=CC(C)=CC=1)(=O)=O)[CH3:4])#[C-:2].[F:15][C:16]([F:25])([F:24])[C:17]1[O:21][C:20]([CH:22]=[O:23])=[CH:19][CH:18]=1.C([O-])([O-])=O.[K+].[K+]>CO>[CH3:4][C:3]1[N:1]=[CH:2][O:23][C:22]=1[C:20]1[O:21][C:17]([C:16]([F:24])([F:15])[F:25])=[CH:18][CH:19]=1 |f:2.3.4|. Procedure details: A mixture of 1-(1-isocyanoethylsulfonyl)-4-methylbenzene (0.893 g, 4.27 mmol), 5-(trifluoromethyl)furan-2-carbaldehyde (0.70 g, 4.3 mmol), and K2CO3 (1.18 g, 8.53 mmol) in MeOH (25 mL) was heated to reflux. After 2.5 hr the reaction mixture was cooled to ambient temperature and stirred overnight. The reaction mixture was extracted with EtOAc (2×200 mL) and washed with water (2×200 mL), then washed with brine and dried over Na2SO4, filtered, and concentrated to an orange solid. The crude product ... Starting materials: N1=CC=CC=2C(=CC=CC12)N (quinolin-5-amine), N(=O)[O-].[Na+] (sodium nitrite), [H+].[B-](F)(F)(F)F (HBF4), ethyl acetate diethyl ether. Run at time 1 hour. Product: FC1=C2C=CC=NC2=CC=C1 (5-fluoroquinoline). As a reaction SMILES: [N:1]1[C:10]2[CH:9]=[CH:8][CH:7]=[C:6](N)[C:5]=2[CH:4]=[CH:3][CH:2]=1.N([O-])=O.[Na+].[H+].[B-](F)(F)(F)[F:18]>>[F:18][C:6]1[CH:7]=[CH:8][CH:9]=[C:10]2[C:5]=1[CH:4]=[CH:3][CH:2]=[N:1]2 |f:1.2,3.4|. Reported procedure: To a solution of quinolin-5-amine (2 g, 13.9 mmol) in 10 mL of 48% HBF4 at 0° C. was added sodium nitrite (933 mg, 13.5 mmol) portionwise. This was stirred for 1 hour and then poured into 1:1 ethyl acetate diethyl ether mixture (50 mL). The resulting suspension was filtered and the solid was dried. This solid was added portionwise to refluxing xylene (30 mL) and stirred for 3 hours, then allowed to cool. The xylene was decanted off and the residue was dissolved in 1N HCl (50 mL). After neutraliz... Starting materials: O=C([O-])[O-], O=C(c1ccc(-c2ncco2)cc1)N1CCCN(C2CCC2)CC1, ClCCl, Cl, O=C(O)C(F)(F)F, [K+], [K+]. Yields the product O=C(c1ccc(-c2ncco2)cc1)N1CCCNCC1. As a reaction SMILES: [C:33](=[O:34])([O-:35])[O-:36].[CH:2]1([N:6]2[CH2:7][CH2:8][N:9]([C:13](=[O:14])[c:15]3[cH:16][cH:17][c:18](-[c:21]4[o:22][cH:23][cH:24][n:25]4)[cH:19][cH:20]3)[CH2:10][CH2:11][CH2:12]2)[CH2:3][CH2:4][CH2:5]1.[Cl:39][CH2:40][Cl:41].[ClH:1].[F:26][C:27]([F:28])([F:29])[C:30]([OH:31])=[O:32].[K+:37].[K+:38]>>[NH:6]1[CH2:7][CH2:8][N:9]([C:13](=[O:14])[c:15]2[cH:16][cH:17][c:18](-[c:21]3[o:22][cH:23][cH:24][n:25]3)[cH:19][cH:20]2)[CH2:10][CH2:11][CH2:12]1.